This data is from the Open Reaction Database (ORD), a public repository of structured organic reaction records. The task is: describe an organic reaction: reactants, conditions, products, and yield Starting materials: C#Cc1ccc(-c2ncc(CCCCC)cn2)cc1, [Li]CCCC, CCCCCC, CC(C)[N-]C(C)C, CC(C)NC(C)C, [Li+], N#COc1ccccc1, C1CCOC1, O. Product: CCCCCc1cnc(-c2ccc(C#CC#N)cc2)nc1. Reaction SMILES: [C:1](#[CH:2])[c:3]1[cH:4][cH:5][c:6](-[c:9]2[n:10][cH:11][c:12]([CH2:15][CH2:16][CH2:17][CH2:18][CH3:19])[cH:13][n:14]2)[cH:7][cH:8]1.[CH2:28]([Li:29])[CH2:30][CH2:31][CH3:32].[CH3:54][CH2:55][CH2:56][CH2:57][CH2:58][CH3:59].[CH:20]([N-:23][CH:21]([CH3:22])[CH3:24])([CH3:25])[CH3:26].[CH:33]([NH:34][CH:35]([CH3:36])[CH3:37])([CH3:38])[CH3:39].[Li+:27].[N:40]#[C:41][O:42][c:43]1[cH:44][cH:45][cH:46][cH:47][cH:48]1.[O:49]1[CH2:50][CH2:51][CH2:52][CH2:53]1.[OH2:60]>>[C:1](#[C:2][C:20]#[N:23])[c:3]1[cH:4][cH:5][c:6](-[c:9]2[n:10][cH:11][c:12]([CH2:15][CH2:16][CH2:17][CH2:18][CH3:19])[cH:13][n:14]2)[cH:7][cH:8]1. Reactants: CC(C)c1c(C(=O)NCc2ccc(F)c(F)c2)c2ccc(C(=O)O)cc2n1Cc1ccccc1, CCOC(C)=O, CCN(C(C)C)C(C)C, CC(C)(O)CN, CN(C)C=O. Reaction SMILES: [CH2:1]([c:2]1[cH:3][cH:4][cH:5][cH:6][cH:7]1)[n:8]1[c:9]([CH:32]([CH3:33])[CH3:34])[c:10]([C:20]([NH:21][CH2:22][c:23]2[cH:24][c:25]([F:30])[c:26]([F:29])[cH:27][cH:28]2)=[O:31])[c:11]2[cH:12][cH:13][c:14]([C:17](=[O:18])[OH:19])[cH:15][c:16]12.[CH3:55][CH2:56][O:57][C:58]([CH3:59])=[O:60].[CH:35]([N:36]([CH2:37][CH3:38])[CH:39]([CH3:40])[CH3:41])([CH3:42])[CH3:43].[NH2:44][CH2:45][C:46]([CH3:47])([OH:48])[CH3:49].[O:50]=[CH:51][N:52]([CH3:53])[CH3:54]>>[CH2:1]([c:2]1[cH:3][cH:4][cH:5][cH:6][cH:7]1)[n:8]1[c:9]([CH:32]([CH3:33])[CH3:34])[c:10]([C:20]([NH:21][CH2:22][c:23]2[cH:24][c:25]([F:30])[c:26]([F:29])[cH:27][cH:28]2)=[O:31])[c:11]2[cH:12][cH:13][c:14]([C:17](=[O:19])[NH:44][CH2:45][C:46]([CH3:47])([OH:48])[CH3:49])[cH:15][c:16]12. Yields the product CC(C)c1c(C(=O)NCc2ccc(F)c(F)c2)c2ccc(C(=O)NCC(C)(C)O)cc2n1Cc1ccccc1. Procedure: Into a 5000 ml, 3-neck round-bottom flask equipped with a mechanical stirrer is placed 1,2,3,4-tetrahydroisoquinoline (1) (25.005 g) and methylene chloride (750 ml). A solution of potassium persulfate (71.376 g) and sodium hydroxide (18.0456 g) in deionized water (1650 ml) is added. While vigorously stirring the biphasic mixture, a solution of nickel sulfate hexahydrate (0.6499 g) in deionized water (75 ml) is added dropwise to the mixture. The reaction is allowed to stir overnight at room tempe... Yields the product C1=NCCC2=CC=CC=C12 (3,4-Dihydroisoquinoline). Reaction SMILES: [CH2:1]1[C:10]2[C:5](=[CH:6][CH:7]=[CH:8][CH:9]=2)[CH2:4][CH2:3][NH:2]1.C(Cl)Cl.S(OOS([O-])(=O)=O)([O-])(=O)=O.[K+].[K+].[OH-].[Na+]>O.O.O.O.O.O.O.S([O-])([O-])(=O)=O.[Ni+2]>[CH:1]1[C:10]2[C:5](=[CH:6][CH:7]=[CH:8][CH:9]=2)[CH2:4][CH2:3][N:2]=1 |f:2.3.4,5.6,8.9.10.11.12.13.14.15|. Reagents/catalysts: O.O.O.O.O.O.S(=O)(=O)([O-])[O-].[Ni+2] (nickel sulfate hexahydrate). Solvent: O (water), O (water). Starting materials: C1NCCC2=CC=CC=C12 (1,2,3,4-tetrahydroisoquinoline), C(Cl)Cl (methylene chloride), S(=O)(=O)([O-])OOS(=O)(=O)[O-].[K+].[K+] (potassium persulfate), [OH-].[Na+] (sodium hydroxide). Starting materials: CCOC(C)=O, O=S(=O)(O)Cl, O=C(Nc1cccc2cccnc12)C(F)(F)F. Yields the product O=C(Nc1ccc(S(=O)(=O)Cl)c2cccnc12)C(F)(F)F. As a reaction SMILES: [CH3:23][CH2:24][O:25][C:26]([CH3:27])=[O:28].[Cl:18][S:19](=[O:20])(=[O:21])[OH:22].[F:1][C:2]([C:3](=[O:4])[NH:5][c:6]1[cH:7][cH:8][cH:9][c:10]2[cH:11][cH:12][cH:13][n:14][c:15]12)([F:16])[F:17]>>[F:1][C:2]([C:3](=[O:4])[NH:5][c:6]1[cH:7][cH:8][c:9]([S:19]([Cl:18])(=[O:20])=[O:21])[c:10]2[cH:11][cH:12][cH:13][n:14][c:15]12)([F:16])[F:17]. Reactants: CCOC(C)=O, CC(=O)O, CCCCCC, Cc1ccccc1, COc1ccc(F)cc1C1(CC(O)(C=O)C(F)(F)F)CC1, Cc1ccc2c(N)cccc2n1. Yields the product COc1ccc(F)cc1C1(CC(O)(C=Nc2cccc3nc(C)ccc23)C(F)(F)F)CC1. RXN SMILES: [C:38]([O:39][CH2:40][CH3:41])(=[O:42])[CH3:43].[CH3:34][C:35](=[O:36])[OH:37].[CH3:44][CH2:45][CH2:46][CH2:47][CH2:48][CH3:49].[CH3:50][c:51]1[cH:52][cH:53][cH:54][cH:55][cH:56]1.[F:13][c:14]1[cH:15][cH:16][c:17]([O:32][CH3:33])[c:18]([C:20]2([CH2:23][C:24]([CH:25]=[O:26])([C:27]([F:28])([F:29])[F:30])[OH:31])[CH2:21][CH2:22]2)[cH:19]1.[NH2:1][c:2]1[c:3]2[cH:4][cH:5][c:6]([CH3:12])[n:7][c:8]2[cH:9][cH:10][cH:11]1>>[N:1]([c:2]1[c:3]2[cH:4][cH:5][c:6]([CH3:12])[n:7][c:8]2[cH:9][cH:10][cH:11]1)=[CH:25][C:24]([CH2:23][C:20]1([c:18]2[c:17]([O:32][CH3:33])[cH:16][cH:15][c:14]([F:13])[cH:19]2)[CH2:21][CH2:22]1)([C:27]([F:28])([F:29])[F:30])[OH:31].